Dataset: the Open Reaction Database (ORD), a public repository of structured organic reaction records. Task: describe an organic reaction: reactants, conditions, products, and yield Reactants: [Si](C)(C)(C(C)(C)C)O[C@@H]1C=C2C=C[C@@H]([C@@H]([C@H]2[C@H](C1)OC(C(C)OC1=C(C=CC=C1C)C)=O)CC[C@@H]1C[C@H](CC(O1)=O)O[Si](C)(C)C(C)(C)C)C ((4R,6R)-6-([1S,2S,6S,8S,8aR]-2-{1,2,6,7,8,8a-Hexahydro-6-t-butyldimethylsilyloxy-8-[(2RS)-2-(2,6-dimethylphenoxy)propionyloxy]-2-methyl-1-naphthyl}ethyl)tetrahydro-4-t-butyldimethylsilyloxy-2H-pyran-2-one), solution, [F-].C(CCC)[N+](CCCC)(CCCC)CCCC (tetrabutylammonium fluoride). Run in O1CCCC1 (tetrahydrofuran). The product is O[C@@H]1C=C2C=C[C@@H]([C@@H]([C@H]2[C@H](C1)OC(C(C)OC1=C(C=CC=C1C)C)=O)CC[C@@H]1C[C@H](CC(O1)=O)O)C ((4R,6R)-6-([1S,2S,6S,8S,8aR]-2-{1,2,6,7,8,8a-Hexahydro-6-hydroxy-8-[(2RS)-2-(2,6-dimethylphenoxy)propionyloxy]-2-methyl-1-naphthyl}ethyl)tetrahydro-4-hydroxy-2H-pyran-2-one). Isolated yield 60.3%. RXN SMILES: [Si]([O:8][C@H:9]1[CH2:18][C@H:17]([O:19][C:20](=[O:32])[CH:21]([O:23][C:24]2[C:29]([CH3:30])=[CH:28][CH:27]=[CH:26][C:25]=2[CH3:31])[CH3:22])[C@H:16]2[C:11]([CH:12]=[CH:13][C@H:14]([CH3:50])[C@@H:15]2[CH2:33][CH2:34][C@H:35]2[O:40][C:39](=[O:41])[CH2:38][C@H:37]([O:42][Si](C(C)(C)C)(C)C)[CH2:36]2)=[CH:10]1)(C(C)(C)C)(C)C.[F-].C([N+](CCCC)(CCCC)CCCC)CCC>O1CCCC1>[OH:8][C@H:9]1[CH2:18][C@H:17]([O:19][C:20](=[O:32])[CH:21]([O:23][C:24]2[C:29]([CH3:30])=[CH:28][CH:27]=[CH:26][C:25]=2[CH3:31])[CH3:22])[C@H:16]2[C:11]([CH:12]=[CH:13][C@H:14]([CH3:50])[C@@H:15]2[CH2:33][CH2:34][C@H:35]2[O:40][C:39](=[O:41])[CH2:38][C@H:37]([OH:42])[CH2:36]2)=[CH:10]1 |f:1.2|. Reported procedure: A procedure similar to that described in Example 2, above, was followed, but using 1.21 g of (4R,6R)-6-([1S,2S,6S,8S,8aR]-2-{1,2,6,7,8,8a-hexahydro-6-t-butyldimethylsilyloxy-8-[(2RS)-2-(2,6-dimethylphenoxy)propionyloxy]-2-methyl-1-naphthyl}ethyl)tetrahydro-4-t-butyldimethylsilyloxy-2H-pyran-2-one [prepared as described in Example 103, above] and 23.8 ml of a 1.0 molar solution of tetrabutylammonium fluoride in tetrahydrofuran, to give 0.50 g of the title compound as white crystals, melting at be... As a reaction SMILES: [NH2:1][C:2]1[S:3][CH:4]=[C:5]([CH2:7][CH2:8][C:9]2[CH:19]=[CH:18][C:12]([C:13]([O:15]CC)=[O:14])=[CH:11][CH:10]=2)[N:6]=1.[ClH:20]>>[ClH:20].[NH2:1][C:2]1[S:3][CH:4]=[C:5]([CH2:7][CH2:8][C:9]2[CH:19]=[CH:18][C:12]([C:13]([OH:15])=[O:14])=[CH:11][CH:10]=2)[N:6]=1 |f:2.3|. Starting materials: NC=1SC=C(N1)CCC1=CC=C(C(=O)OCC)C=C1 (Ethyl 4-[2-(2-aminothiazol-4-yl)ethyl]benzoate), Cl (HCl). Product: Cl.NC=1SC=C(N1)CCC1=CC=C(C(=O)O)C=C1 (4-[2-(2-Aminothiazol-4-yl)ethyl)benzoic acid hydrochloride). Procedure details: Ester 21-3 (1.5 g, 5.43 mmol) was treated with 6N HCl for 16 h at RT then 16 h at 50°. Concentration provided 21-4 as an off-white solid.